This data is from the Open Reaction Database (ORD), a public repository of structured organic reaction records. The task is: describe an organic reaction: reactants, conditions, products, and yield Starting materials: C(\C=C/C(=O)O)(=O)O (maleic acid), [OH-].[Na+] (sodium hydroxide), Cl (hydrochloride), N=1C(CN2C1C=CC=C2)=O (imidazo[1,2-a]pyridin-2(3H)-one). Run in O (water), O (water), O (water). Conditions: temperature 5 celsius. Product: C(=O)(O)C(CC(=O)O)C1C(N=C2N1C=CC=C2)=O (3-(1,2-dicarboxyethyl)-imidazo[1,2-a]pyridin-2(3H)-one). Reaction SMILES: [OH-].[Na+].Cl.[N:4]1[C:5](=[O:13])[CH2:6][N:7]2[CH:12]=[CH:11][CH:10]=[CH:9][C:8]=12.[C:14]([OH:21])(=[O:20])/[CH:15]=[CH:16]\[C:17]([OH:19])=[O:18]>O>[C:17]([CH:16]([CH:6]1[N:7]2[CH:12]=[CH:11][CH:10]=[CH:9][C:8]2=[N:4][C:5]1=[O:13])[CH2:15][C:14]([OH:21])=[O:20])([OH:19])=[O:18] |f:0.1|. Procedure: A hot solution of 80 g (2 moles) of sodium hydroxide in 200 ml of water is added in portions, while stirring, to a mixture of 341 g (2 moles) of the hydrochloride of imidazo[1,2-a]pyridin-2(3H)-one in 700 ml of water. Then, a solution of 250.7 g (2.16 moles) of maleic acid in 600 ml of water is added dropwise in such a manner that the internal temperature of the reaction mixture remains between 40° and 45° C. After 30 hours at room temperature (20°-25° C.) the mixture is cooled to 5° C., the res... The reactants are CC(C)(C)c1ccc(-c2snnc2S)cc1, CON=C(C(=O)NC1C(=O)N2C(C(=O)O)=C(COC(C)=O)CSC12)c1csc(N)n1, [K], [Na], O. Yields the product CON=C(C(=O)NC1C(=O)N2C(C(=O)O)=C(CSc3nnsc3-c3ccc(C(C)(C)C)cc3)CSC12)c1csc(N)n1. Reaction SMILES: [CH3:32][C:33]([CH3:34])([CH3:35])[c:36]1[cH:37][cH:38][c:39](-[c:42]2[c:43]([SH:47])[n:44][n:45][s:46]2)[cH:40][cH:41]1.[CH:1]12[S:2][CH2:3][C:4]([CH2:5][O:6][C:7](=[O:8])[CH3:9])=[C:10]([C:28]([OH:29])=[O:30])[N:11]1[C:12](=[O:13])[CH:14]2[NH:15][C:16](=[O:17])[C:18](=[N:19][O:20][CH3:21])[c:22]1[cH:23][s:24][c:25]([NH2:26])[n:27]1.[K:48].[Na:31].[OH2:49]>>[CH:1]12[S:2][CH2:3][C:4]([CH2:5][S:47][c:43]3[c:42](-[c:39]4[cH:38][cH:37][c:36]([C:33]([CH3:32])([CH3:34])[CH3:35])[cH:41][cH:40]4)[s:46][n:45][n:44]3)=[C:10]([C:28]([OH:29])=[O:30])[N:11]1[C:12](=[O:13])[CH:14]2[NH:15][C:16](=[O:17])[C:18](=[N:19][O:20][CH3:21])[c:22]1[cH:23][s:24][c:25]([NH2:26])[n:27]1. Starting materials: C1(O)=CC(O)=CC(O)=C1 (phloroglucinol), O=C1C(CC(CC1)C1=CC=CC=C1)C(=O)OCC (ethyl 2-oxo-5-phenylcyclohexane-carboxylate), Cl (HCl). Solvent: C(C)O (ethanol). The product is OC1=CC(=CC=2OC(C3=C(C21)CCC(C3)C3=CC=CC=C3)=O)O (7,8,9,10-Tetrahydro-1,3-dihydroxy-8-phenyl-6H-dibenzo[b,d]pyran-6-one). Reaction SMILES: [C:1]1([CH:9]=[C:7]([OH:8])[CH:6]=[C:4]([OH:5])[CH:3]=1)[OH:2].O=[C:11]1[CH2:16][CH2:15][CH:14]([C:17]2[CH:22]=[CH:21][CH:20]=[CH:19][CH:18]=2)[CH2:13][CH:12]1[C:23](OCC)=[O:24].Cl>C(O)C>[OH:2][C:1]1[C:9]2[C:11]3[CH2:16][CH2:15][CH:14]([C:17]4[CH:18]=[CH:19][CH:20]=[CH:21][CH:22]=4)[CH2:13][C:12]=3[C:23](=[O:24])[O:8][C:7]=2[CH:6]=[C:4]([OH:5])[CH:3]=1. Procedure: A solution of phloroglucinol (1.56 g) and ethyl 2-oxo-5-phenylcyclohexane-carboxylate (2.52 g) in ethanol (25 ml) was treated with dry HCl as described in example 1a. The precipitate was filtered and washed with water and EtOH. Yield 1.0 g (32%). The reactants are Cl (HCl), CCOCC (ether), NC1=NC=CC(=N1)C1=C(N=C(N1)C)C(COC)C (2-amino-4-(1-methoxyprop-2-yl-2-methylimidazol-5-yl)pyrimidine), O1C(CCC1)CNS(=O)(=O)C1=CC=C(C=C1)I (N-(tetrahydrofur-2-ylmethyl)4-iodobenzenesulphonamide), C1(=CC=CC=C1)P(C1=C(C2=CC=CC=C2C=C1)C1=C(C=CC2=CC=CC=C12)P(C1=CC=CC=C1)C1=CC=CC=C1)C1=CC=CC=C1 (2,2′-bis(diphenylphosphino)-1,1′-binaphthyl), CC(C)([O-])C.[Na+] (sodium t-butoxide). Reagents/catalysts: [Pd].[Pd].C(C1=CC=CC=C1)=CC(=O)C=CC1=CC=CC=C1.C(C1=CC=CC=C1)=CC(=O)C=CC1=CC=CC=C1.C(C1=CC=CC=C1)=CC(=O)C=CC1=CC=CC=C1 (tris(dibenzylideneacetone) dipalladium (0)). Run in CO (MeOH), CO (MeOH), O1CCOCC1 (dioxane). Reaction conditions: temperature 80 celsius. Yields the product COCC(C)C=1N=C(NC1C1=NC(=NC=C1)NC1=CC=C(C=C1)S(NCC1OCCC1)(=O)=O)C (4-(1-Methoxyprop-2-yl-2-methylimidazol-5-yl)-2-{4-[N-(tetrahydrofur-2-ylmethyl) sulphamoyl]anilino}pyrimidine). Isolated yield 31.5%. RXN SMILES: [NH2:1][C:2]1[N:7]=[C:6]([C:8]2[NH:12][C:11]([CH3:13])=[N:10][C:9]=2[CH:14]([CH3:18])[CH2:15][O:16][CH3:17])[CH:5]=[CH:4][N:3]=1.[O:19]1[CH2:23][CH2:22][CH2:21][CH:20]1[CH2:24][NH:25][S:26]([C:29]1[CH:34]=[CH:33][C:32](I)=[CH:31][CH:30]=1)(=[O:28])=[O:27].C1(P(C2C=CC=CC=2)C2C=CC3C(=CC=CC=3)C=2C2C3C(=CC=CC=3)C=CC=2P(C2C=CC=CC=2)C2C=CC=CC=2)C=CC=CC=1.CC(C)([O-])C.[Na+].Cl.CCOCC>O1CCOCC1.CO.[Pd].[Pd].C(=CC(C=CC1C=CC=CC=1)=O)C1C=CC=CC=1.C(=CC(C=CC1C=CC=CC=1)=O)C1C=CC=CC=1.C(=CC(C=CC1C=CC=CC=1)=O)C1C=CC=CC=1>[CH3:17][O:16][CH2:15][CH:14]([C:9]1[N:10]=[C:11]([CH3:13])[NH:12][C:8]=1[C:6]1[CH:5]=[CH:4][N:3]=[C:2]([NH:1][C:32]2[CH:33]=[CH:34][C:29]([S:26](=[O:27])(=[O:28])[NH:25][CH2:24][CH:20]3[CH2:21][CH2:22][CH2:23][O:19]3)=[CH:30][CH:31]=2)[N:7]=1)[CH3:18] |f:3.4,9.10.11.12.13|. Procedure: To a stirred solution of 2-amino-4-(1-methoxyprop-2-yl-2-methylimidazol-5-yl)pyrimidine (Method 53; 118 mg, 0.75 mmol), N-(tetrahydrofur-2-ylmethyl)4-iodobenzenesulphonamide (Method 68; 413 mg, 1.13 mmol), tris(dibenzylideneacetone) dipalladium (0) (35 mg, 0.038 mmol) and 2,2′-bis(diphenylphosphino)-1,1′-binaphthyl (47 mg, 0.076 mmol) in dioxane (10 mL) was added sodium t-butoxide (258 mg, 2.69 mmol) and the mixture heated at 80° C. overnight. The reaction was cooled to room temperature and MeOH... Reagents/catalysts: [Pd].C1(=CC=CC=C1)P(C1=CC=CC=C1)C1=CC=CC=C1.C1(=CC=CC=C1)P(C1=CC=CC=C1)C1=CC=CC=C1.C1(=CC=CC=C1)P(C1=CC=CC=C1)C1=CC=CC=C1.C1(=CC=CC=C1)P(C1=CC=CC=C1)C1=CC=CC=C1 (tetrakis(triphenylphosphine) palladium(0)). Yield: 66.1%. As a reaction SMILES: Cl[C:2]1[N:7]=[C:6]([CH3:8])[C:5]([CH:9]([CH2:14][CH2:15][CH3:16])[C:10]([O:12][CH3:13])=[O:11])=[C:4]([C:17]2[CH:22]=[CH:21][CH:20]=[CH:19][CH:18]=2)[N:3]=1.[Cl:23][C:24]1[CH:29]=[CH:28][CH:27]=[CH:26][C:25]=1B(O)O.C(N(CC)C(C)C)(C)C>COCCOC.O.[Pd].C1(P(C2C=CC=CC=2)C2C=CC=CC=2)C=CC=CC=1.C1(P(C2C=CC=CC=2)C2C=CC=CC=2)C=CC=CC=1.C1(P(C2C=CC=CC=2)C2C=CC=CC=2)C=CC=CC=1.C1(P(C2C=CC=CC=2)C2C=CC=CC=2)C=CC=CC=1>[Cl:23][C:24]1[CH:29]=[CH:28][CH:27]=[CH:26][C:25]=1[C:2]1[N:7]=[C:6]([CH3:8])[C:5]([CH:9]([CH2:14][CH2:15][CH3:16])[C:10]([O:12][CH3:13])=[O:11])=[C:4]([C:17]2[CH:22]=[CH:21][CH:20]=[CH:19][CH:18]=2)[N:3]=1 |f:5.6.7.8.9|. Run in COCCOC (DME), O (water). The reactants are ClC1=NC(=C(C(=N1)C)C(C(=O)OC)CCC)C1=CC=CC=C1 (Methyl 2-(2-chloro-4-methyl-6-phenylpyrimidin-5-yl)pentanoate), ClC1=C(C=CC=C1)B(O)O (2-chlorophenylboronic acid), C(C)(C)N(C(C)C)CC (N,N-Diisopropylethylamine). The product is ClC1=C(C=CC=C1)C1=NC(=C(C(=N1)C)C(C(=O)OC)CCC)C1=CC=CC=C1 (Methyl 2-(2-(2-chlorophenyl)-4-methyl-6-phenylpyrimidin-5-yl)pentanoate). Reported procedure: Methyl 2-(2-chloro-4-methyl-6-phenylpyrimidin-5-yl)pentanoate (100 mg; 0.314 mmol), 2-chlorophenylboronic acid (73.6 mg; 0.471 mmol) and tetrakis(triphenylphosphine) palladium(0) (36.2 mg; 0.031 mmol) were placed in a 5 mL reaction tube and dissolved in a mixture of degassed DME (1.50 mL) and water (0.5 mL). N,N-Diisopropylethylamine (0.193 mL; 1.255 mmol) was added, the tube was sealed and irradiated in a microwave oven at 130° C. for 1 h. The reaction mixture was partitioned between brine and ... Starting materials: C(C)(=O)N1C(C(C2=CC(=CC=C12)C(F)(F)F)(C)C)=O (1-acetyl-3,3-dimethyl-5-trifluoromethyl-1,3-dihydroindol-2-one), [OH-].[Na+] (sodium hydroxide). Run in C(C)O (ethanol). Conditions: time 1 hour. The product is CC1(C(NC2=CC=C(C=C12)C(F)(F)F)=O)C (3,3-Dimethyl-5-trifluoromethyl-1,3-dihydroindol-2-one). RXN SMILES: C([N:4]1[C:12]2[C:7](=[CH:8][C:9]([C:13]([F:16])([F:15])[F:14])=[CH:10][CH:11]=2)[C:6]([CH3:18])([CH3:17])[C:5]1=[O:19])(=O)C.[OH-].[Na+]>C(O)C>[CH3:17][C:6]1([CH3:18])[C:7]2[C:12](=[CH:11][CH:10]=[C:9]([C:13]([F:16])([F:14])[F:15])[CH:8]=2)[NH:4][C:5]1=[O:19] |f:1.2|. Reported procedure: 464 mg of 1-acetyl-3,3-dimethyl-5-trifluoromethyl-1,3-dihydroindol-2-one were dissolved in 4 ml of ethanol, and 1 ml of 1N sodium hydroxide solution was added. The reaction mixture was then stirred at room temperature for one hour. The reaction solution was extracted with 80 ml of methyl tert-butyl ether. The organic phase was washed with 30 ml of water and with 30 ml of saturated NaCl solution, dried over MgSO4 and concentrated under reduced pressure. This gave 354 mg of 3,3-dimethyl-5-trifluor... Starting materials: [Br-], BrCCCCCBr, C1CCOC1, CCOC(C)=O, [Mg+]C1CCCCC1, [Cl-], [NH4+]. The product is BrCCCCCC1CCCCC1. Reaction SMILES: [Br-:8].[Br:1][CH2:2][CH2:3][CH2:4][CH2:5][CH2:6][Br:7].[CH2:18]1[O:19][CH2:20][CH2:21][CH2:22]1.[CH3:23][CH2:24][O:25][C:26](=[O:27])[CH3:28].[CH:9]1([Mg+:15])[CH2:10][CH2:11][CH2:12][CH2:13][CH2:14]1.[Cl-:16].[NH4+:17]>>[CH2:2]([CH2:3][CH2:4][CH2:5][CH2:6][Br:7])[CH:9]1[CH2:10][CH2:11][CH2:12][CH2:13][CH2:14]1.